Dataset: the Open Reaction Database (ORD), a public repository of structured organic reaction records. Task: describe an organic reaction: reactants, conditions, products, and yield Reactants: [I-].C[NH+]1C(N(C=C1)C)C (1,2,3-trimethyl-1H-imidazolium iodide), 1g, [OH-].[K+] (potassium hydroxide), ClC1=CC=C(C=O)C=C1 (p-chlorobenzaldehyde), O (water). The solvent is C(C)O (ethanol). The product is [I-].ClC1=CC=C(C=C1)C=CC1[NH+](C=CN1C)C (2-[2-(4-Chlorophenyl)ethenyl]-1,3-dimethyl-1H-imidazolium iodide). The yield is 59.6%. As a reaction SMILES: [I-:1].[CH3:2][NH+:3]1[CH:7]=[CH:6][N:5]([CH3:8])[CH:4]1[CH3:9].[OH-].[K+].[Cl:12][C:13]1[CH:20]=[CH:19][C:16]([CH:17]=O)=[CH:15][CH:14]=1.O>C(O)C>[I-:1].[Cl:12][C:13]1[CH:20]=[CH:19][C:16]([CH:17]=[CH:9][CH:4]2[N:5]([CH3:8])[CH:6]=[CH:7][NH+:3]2[CH3:2])=[CH:15][CH:14]=1 |f:0.1,2.3,7.8|. Reported procedure: A mixture of 6.0 g of 1,2,3-trimethyl-1H-imidazolium iodide, 1g of potassium hydroxide, and 6 g of p-chlorobenzaldehyde is refluxed in 25 ml of absolute ethanol for 15 minutes during which time a precipitate is formed. The reaction mixture is cooled, 5 ml of water is added, and the solid is filtered off and dried. Crystallization from absolute ethanol yields 5.4 g of the title compound, melting point 266°-268° C. Reactants: ClC1=C(C=CC=C1)N1C=NC=2N(C(N(C(C12)=O)COC(C(C)(C)C)=O)=O)C (2,2-Dimethyl-propionic acid 7-(2-chlorophenyl)-3-methyl-2,6-dioxo-2,3,6,7-tetrahydropurin-1-ylmethyl ester), [H-].[Na+] (sodium hydride). Solvent: CO (methanol), O1CCCC1 (tetrahydrofuran), C(C)(=O)OCC (ethyl acetate). Conditions: time 8 hour. Product: ClC1=C(C=CC=C1)N1C=NC=2N(C(NC(C12)=O)=O)C (7-(2-chlorophenyl)-3-methyl-3,7-dihydropurine-2,6-dione). Isolated yield 70.6%. RXN SMILES: [Cl:1][C:2]1[CH:7]=[CH:6][CH:5]=[CH:4][C:3]=1[N:8]1[C:16]2[C:15](=[O:17])[N:14](COC(=O)C(C)(C)C)[C:13](=[O:26])[N:12]([CH3:27])[C:11]=2[N:10]=[CH:9]1.[H-].[Na+]>CO.O1CCCC1.C(OCC)(=O)C>[Cl:1][C:2]1[CH:7]=[CH:6][CH:5]=[CH:4][C:3]=1[N:8]1[C:16]2[C:15](=[O:17])[NH:14][C:13](=[O:26])[N:12]([CH3:27])[C:11]=2[N:10]=[CH:9]1 |f:1.2|. Procedure: 2,2-Dimethyl-propionic acid 7-(2-chlorophenyl)-3-methyl-2,6-dioxo-2,3,6,7-tetrahydropurin-1-ylmethyl ester (144 mg) was dissolved in methanol (2 ml) and tetrahydrofuran (1 ml), and sodium hydride (20 mg) was added thereto. The reaction solution was stirred at room temperature overnight, diluted with ethyl acetate, and washed with 1 N hydrochloric acid. The organic layer was dried over anhydrous magnesium sulfate, filtered, and the filtrate was concentrated under reduced pressure. The residue was... Starting materials: CCOC(C)=O, COC(=O)Cl, ClCCl, Nc1nccc(Oc2ccc3c(C(=O)Nc4ccc(F)c(C(F)(F)F)c4)cccc3c2)n1, O, c1ccncc1. Product: COC(=O)Nc1nccc(Oc2ccc3c(C(=O)Nc4ccc(F)c(C(F)(F)F)c4)cccc3c2)n1. Reaction SMILES: [CH3:47][CH2:48][O:49][C:50]([CH3:51])=[O:52].[Cl:1][C:2](=[O:3])[O:4][CH3:5].[Cl:38][CH2:39][Cl:40].[F:6][c:7]1[c:8]([C:34]([F:35])([F:36])[F:37])[cH:9][c:10]([NH:13][C:14](=[O:15])[c:16]2[cH:17][cH:18][cH:19][c:20]3[cH:21][c:22]([O:26][c:27]4[n:28][c:29]([NH2:33])[n:30][cH:31][cH:32]4)[cH:23][cH:24][c:25]23)[cH:11][cH:12]1.[OH2:53].[cH:41]1[cH:42][cH:43][n:44][cH:45][cH:46]1>>[C:2](=[O:3])([O:4][CH3:5])[NH:33][c:29]1[n:28][c:27]([O:26][c:22]2[cH:21][c:20]3[cH:19][cH:18][cH:17][c:16]([C:14]([NH:13][c:10]4[cH:9][c:8]([C:34]([F:35])([F:36])[F:37])[c:7]([F:6])[cH:12][cH:11]4)=[O:15])[c:25]3[cH:24][cH:23]2)[cH:32][cH:31][n:30]1. Starting materials: ClC1=C(C=C(C=C1)N=C=O)C(F)(F)F (4-chloro-3-trifluoromethyl-phenyl isocyanate), NC1=CC(=C(OC2=NC(=NC=C2)NCCCO)C=C1)F (3-[4-(4-amino-2-fluoro-phenoxy)-pyrimidin-2-ylamino]-propan-1-ol). Solvent: C1CCOC1 (THF), C1CCOC1 (THF). Conditions: time 8 hour. The product is ClC1=C(C=C(C=C1)NC(=O)NC1=CC(=C(C=C1)OC1=NC(=NC=C1)NCCCO)F)C(F)(F)F (1-(4-Chloro-3-trifluoromethyl-phenyl)-3-{3-fluoro-4-[2-(3-hydroxy-propylamino)-pyrimidin-4-yloxy]-phenyl}-urea). Isolated yield 25.3%. RXN SMILES: [Cl:1][C:2]1[CH:7]=[CH:6][C:5]([N:8]=[C:9]=[O:10])=[CH:4][C:3]=1[C:11]([F:14])([F:13])[F:12].[NH2:15][C:16]1[CH:33]=[CH:32][C:19]([O:20][C:21]2[CH:26]=[CH:25][N:24]=[C:23]([NH:27][CH2:28][CH2:29][CH2:30][OH:31])[N:22]=2)=[C:18]([F:34])[CH:17]=1>C1COCC1>[Cl:1][C:2]1[CH:7]=[CH:6][C:5]([NH:8][C:9]([NH:15][C:16]2[CH:33]=[CH:32][C:19]([O:20][C:21]3[CH:26]=[CH:25][N:24]=[C:23]([NH:27][CH2:28][CH2:29][CH2:30][OH:31])[N:22]=3)=[C:18]([F:34])[CH:17]=2)=[O:10])=[CH:4][C:3]=1[C:11]([F:12])([F:13])[F:14]. Reported procedure: A solution of 228 mg (1.03 mmol) 4-chloro-3-trifluoromethyl-phenyl isocyanate in 3 ml THF was added within 10 min. to a solution of 286 mg (1.03 mmol) 3-[4-(4-amino-2-fluoro-phenoxy)-pyrimidin-2-ylamino]-propan-1-ol in 5 ml THF and stirring continued overnight. The reaction mixture was evaporated and purified by chromatography on silica (dichloromethane/ethanol 97:3). The obtained material was stirred with dichloromethane. The precipitate was filtered and dried to yield 130 mg of the title compo... Starting materials: CNCc1ccccc1, CC(C)(C)[O-], Cc1ccccc1, CCOC(C)=O, Ic1ccc(-c2ccc(OC3CN4CCC3CC4)cc2)cc1, [Na+], O=C(C=Cc1ccccc1)C=Cc1ccccc1, O=C(C=Cc1ccccc1)C=Cc1ccccc1, O=C(C=Cc1ccccc1)C=Cc1ccccc1, [Pd], [Pd]. The product is CN(Cc1ccccc1)c1ccc(-c2ccc(OC3CN4CCC3CC4)cc2)cc1. As a reaction SMILES: [CH2:23]([c:24]1[cH:25][cH:26][cH:27][cH:28][cH:29]1)[NH:30][CH3:31].[CH3:32][C:33]([CH3:34])([O-:35])[CH3:36].[CH3:38][c:39]1[cH:40][cH:41][cH:42][cH:43][cH:44]1.[CH3:45][CH2:46][O:47][C:48](=[O:49])[CH3:50].[I:1][c:2]1[cH:3][cH:4][c:5](-[c:8]2[cH:9][cH:10][c:11]([O:14][CH:15]3[CH2:16][N:17]4[CH2:18][CH2:19][CH:20]3[CH2:21][CH2:22]4)[cH:12][cH:13]2)[cH:6][cH:7]1.[Na+:37].[O:53]=[C:54]([CH:55]=[CH:56][c:57]1[cH:58][cH:59][cH:60][cH:61][cH:62]1)[CH:63]=[CH:64][c:65]1[cH:66][cH:67][cH:68][cH:69][cH:70]1.[O:71]=[C:72]([CH:73]=[CH:74][c:75]1[cH:76][cH:77][cH:78][cH:79][cH:80]1)[CH:81]=[CH:82][c:83]1[cH:84][cH:85][cH:86][cH:87][cH:88]1.[O:89]=[C:90]([CH:91]=[CH:92][c:93]1[cH:94][cH:95][cH:96][cH:97][cH:98]1)[CH:99]=[CH:100][c:101]1[cH:102][cH:103][cH:104][cH:105][cH:106]1.[Pd:51].[Pd:52]>>[c:2]1([N:30]([CH2:23][c:24]2[cH:25][cH:26][cH:27][cH:28][cH:29]2)[CH3:31])[cH:3][cH:4][c:5](-[c:8]2[cH:9][cH:10][c:11]([O:14][CH:15]3[CH2:16][N:17]4[CH2:18][CH2:19][CH:20]3[CH2:21][CH2:22]4)[cH:12][cH:13]2)[cH:6][cH:7]1. Starting materials: C([O-])([O-])=O.[Na+].[Na+] (Sodium carbonate), N1=CC=C(C=C1)B(O)O (4-pyridinylboronic acid), intermediate 2, O (water), ClC1=CC=C(C=C1)C1=N[C@H](C=2N(C3=C1C=C(C=C3)OS(=O)(=O)C(F)(F)F)C(=NN2)C)CC(=O)OCC (ethyl ((4S)-6-(4-chlorophenyl)-1-methyl-8-{[(trifluoromethyl)sulfonyl]oxy}-4H-[1,2,4]triazolo[4,3-a][1,4]benzodiazepin-4-yl)acetate). The reagents and catalysts are Cl[Pd]([P](C1=CC=CC=C1)(C2=CC=CC=C2)C3=CC=CC=C3)([P](C4=CC=CC=C4)(C5=CC=CC=C5)C6=CC=CC=C6)Cl (bis(triphenylphosphine)palladium(II) chloride). The solvent is C(C)(=O)OCC (Ethyl acetate), COCCOC (DME). Conditions: temperature 120 celsius. Product: ClC1=CC=C(C=C1)C1=N[C@H](C=2N(C3=C1C=C(C=C3)C3=CC=NC=C3)C(=NN2)C)CC(=O)OCC (ethyl [(4S)-6-(4-chlorophenyl)-1-methyl-8-(4-pyridinyl)-4H-[1,2,4]triazolo[4,3-a][1,4]benzodiazepin-4-yl]acetate). Reaction SMILES: C(=O)([O-])[O-].[Na+].[Na+].[N:7]1[CH:12]=[CH:11][C:10](B(O)O)=[CH:9][CH:8]=1.[Cl:16][C:17]1[CH:22]=[CH:21][C:20]([C:23]2[C:29]3[CH:30]=[C:31](OS(C(F)(F)F)(=O)=O)[CH:32]=[CH:33][C:28]=3[N:27]3[C:42]([CH3:45])=[N:43][N:44]=[C:26]3[C@H:25]([CH2:46][C:47]([O:49][CH2:50][CH3:51])=[O:48])[N:24]=2)=[CH:19][CH:18]=1.O>COCCOC.Cl[Pd](Cl)([P](C1C=CC=CC=1)(C1C=CC=CC=1)C1C=CC=CC=1)[P](C1C=CC=CC=1)(C1C=CC=CC=1)C1C=CC=CC=1.C(OCC)(=O)C>[Cl:16][C:17]1[CH:18]=[CH:19][C:20]([C:23]2[C:29]3[CH:30]=[C:31]([C:10]4[CH:11]=[CH:12][N:7]=[CH:8][CH:9]=4)[CH:32]=[CH:33][C:28]=3[N:27]3[C:42]([CH3:45])=[N:43][N:44]=[C:26]3[C@H:25]([CH2:46][C:47]([O:49][CH2:50][CH3:51])=[O:48])[N:24]=2)=[CH:21][CH:22]=1 |f:0.1.2,^1:61,80|. Reported procedure: Sodium carbonate (66.3 mg), 4-pyridinylboronic acid (22.5 mg) and bis(triphenylphosphine)palladium(II) chloride (19.1 mg) were added to a 2-5 ml microwave vial. A solution of ethyl ((4S)-6-(4-chlorophenyl)-1-methyl-8-{[(trifluoromethyl)sulfonyl]oxy}-4H-[1,2,4]triazolo[4,3-a][1,4]benzodiazepin-4-yl)acetate (for a preparation see intermediate 2) (147.5 mg) in DME (3 ml) and water (1 ml) was added to the microwave vial. The reaction mixture was heated at 120° C. for 90 min (microwave). Ethyl acetat...